This data is from the Open Reaction Database (ORD), a public repository of structured organic reaction records. The task is: describe an organic reaction: reactants, conditions, products, and yield The reactants are CN1CCNCC1 (N-methyl piperazine), CN1N=C(C=2N=C(NC(C21)=O)CC2=CC=C(C=C2)S(=O)(=O)Cl)CCC (4-[(1-methyl-7-oxo-3-propyl-6,7-dihydro-1H-pyrazolo[4,3-d]pyrimidin-5-yl)methyl]-1-benzenesulfonyl chloride). Solvent: C(C)O (ethanol). Run at time 18 hour. The product is CN1CCN(CC1)S(=O)(=O)C1=CC=C(CC=2NC(C3=C(N2)C(=NN3C)CCC)=O)C=C1 (5-(4-([4-methylpiperazin-1-yl]sulphonyl)benzyl)-1-methyl-7-oxo-3-propyl-6,7-dihydro-1H-pyrazolo[4,3-d]pyrimidine). Reaction SMILES: [CH3:1][N:2]1[CH2:7][CH2:6][NH:5][CH2:4][CH2:3]1.[CH3:8][N:9]1[C:17]2[C:16](=[O:18])[NH:15][C:14]([CH2:19][C:20]3[CH:25]=[CH:24][C:23]([S:26](Cl)(=[O:28])=[O:27])=[CH:22][CH:21]=3)=[N:13][C:12]=2[C:11]([CH2:30][CH2:31][CH3:32])=[N:10]1>C(O)C>[CH3:1][N:2]1[CH2:7][CH2:6][N:5]([S:26]([C:23]2[CH:24]=[CH:25][C:20]([CH2:19][C:14]3[NH:15][C:16](=[O:18])[C:17]4[N:9]([CH3:8])[N:10]=[C:11]([CH2:30][CH2:31][CH3:32])[C:12]=4[N:13]=3)=[CH:21][CH:22]=2)(=[O:27])=[O:28])[CH2:4][CH2:3]1. Procedure: N-methyl piperazine (1.28 ml, 0.0115 mol) was added to a solution of 4-[(1-methyl-7-oxo-3-propyl-6,7-dihydro-1H-pyrazolo[4,3-d]pyrimidin-5-yl)methyl]-1-benzenesulfonyl chloride (1.35 g, 0.0035 mol) in ethanol (20 ml) and the reaction stirred at room temperature for 18 hours. The reaction mixture was concentrated under reduced pressure and the residue partitioned between dichloromethane (50 ml) and water (20 ml). The aqueous phase was extracted with further dichloromethane (50 ml), the combined o... The reactants are CCOP(=O)(C(CCCO)P(=O)(OCC)OCC)OCC (Tetraethyl 4-hydroxybutylene-1,1-bisphosphonate), C1CCOC1 (THF), C1=CC=CC=2C3=CC=CC=C3C(C12)COC(=O)N[C@@H](CC1=CC=C(C=C1)O)C(=O)O (N-(9-fluorenylmethoxycarbonyl)-L-tyrosine), C1=CC=C(C=C1)P(C2=CC=CC=C2)C3=CC=CC=C3 (PPh3), C1CCOC1 (THF), N(=NC(=O)OC(C)C)C(=O)OC(C)C (diisopropyl azodicarboxylate). Product: C1=CC=CC=2C3=CC=CC=C3C(C12)COC(=O)N[C@@H](CC1=CC=C(C=C1)OCCCC(P(=O)(CC)CC)P(=O)(CC)CC)C(=O)O (N-(9-fluorenylmethoxycarbonyl)-O-(4,4-bis(diethylphosphoryl)butyl)-L-tyrosine). Isolated yield 43.0%. Reaction SMILES: [CH:1]1[C:13]2[CH:12]([CH2:14][O:15][C:16]([NH:18][C@H:19]([C:28]([OH:30])=[O:29])[CH2:20][C:21]3[CH:26]=[CH:25][C:24]([OH:27])=[CH:23][CH:22]=3)=[O:17])[C:11]3[C:6](=[CH:7][CH:8]=[CH:9][CH:10]=3)[C:5]=2[CH:4]=[CH:3][CH:2]=1.C1C=[CH:35][C:34]([P:37]([C:44]2[CH:49]=[CH:48][CH:47]=CC=2)[C:38]2[CH:43]=CC=CC=2)=CC=1.N(C(O[CH:61]([CH3:63])C)=O)=NC(OC(C)C)=O.CC[O:66][P:67](OCC)([CH:69](P(OCC)(OCC)=O)[CH2:70]CCO)=O.C1C[O:88]CC1>>[CH:1]1[C:13]2[CH:12]([CH2:14][O:15][C:16]([NH:18][C@H:19]([C:28]([OH:30])=[O:29])[CH2:20][C:21]3[CH:22]=[CH:23][C:24]([O:27][CH2:47][CH2:48][CH2:49][CH:44]([P:37]([CH2:34][CH3:35])([CH2:38][CH3:43])=[O:88])[P:67]([CH2:61][CH3:63])([CH2:69][CH3:70])=[O:66])=[CH:25][CH:26]=3)=[O:17])[C:11]3[C:6](=[CH:7][CH:8]=[CH:9][CH:10]=3)[C:5]=2[CH:4]=[CH:3][CH:2]=1. Reported procedure: A solution of 83 (664 mg, 1.44 mmol) and PPh3 (454 mg, 1.73 mmol) in THF (20 mL) was cooled in an ice-bath followed by the addition of diisopropyl azodicarboxylate (336 mg, 1.74 mmol). After a further 10 min a solution of 81 (500 mg, 1.44 mmol) in THF (5 mL) was added and the resulting solution was stirred while warming to room temperature overnight. The solvent was removed at reduced pressure and the crude material was purified by silica gel chromatography (0 to 10% methanol in ethyl acetate ov... Starting materials: Cl.Cl.ONC(=N)C1=C2CCC(C2=CC=C1)=NN1C(=NC(=C1)C1=CC=C(C=C1)OC)N (1-[4-(N-hydroxyamidino)-2,3-dihydro-1H-inden-1-ylideneamino]-2-amino-4-(4-methoxyphenyl)-imidazole dihydrochloride). Reagents/catalysts: [Ni] (Raney nickel). Solvent: CO (methanol). Yields the product Cl.Cl.C(N)(=N)C1=C2CCC(C2=CC=C1)=NN1C(=NC(=C1)C1=CC=C(C=C1)OC)N (1-[4-(Amidino)-2,3-dihydro-1H-inden-1-ylideneamino]-2-amino-4-(4-methoxvphenyl)-imidazole dihydrochloride), monohydrate. RXN SMILES: [ClH:1].Cl.O[NH:4][C:5]([C:7]1[CH:15]=[CH:14][CH:13]=[C:12]2[C:8]=1[CH2:9][CH2:10][C:11]2=[N:16][N:17]1[CH:21]=[C:20]([C:22]2[CH:27]=[CH:26][C:25]([O:28][CH3:29])=[CH:24][CH:23]=2)[N:19]=[C:18]1[NH2:30])=[NH:6]>[Ni].CO>[ClH:1].[ClH:1].[C:5]([C:7]1[CH:15]=[CH:14][CH:13]=[C:12]2[C:8]=1[CH2:9][CH2:10][C:11]2=[N:16][N:17]1[CH:21]=[C:20]([C:22]2[CH:23]=[CH:24][C:25]([O:28][CH3:29])=[CH:26][CH:27]=2)[N:19]=[C:18]1[NH2:30])(=[NH:4])[NH2:6] |f:0.1.2,5.6.7|. Procedure: Analogously to Example 2, approximately 2 g of Raney nickel are added to a solution of 5.8 g (0.00129 mol) of 1-[4-(N-hydroxyamidino)-2,3-dihydro-1H-inden-1-ylideneamino]-2-amino-4-(4-methoxyphenyl)-imidazole dihydrochloride in 600 ml of methanol, and hydrogenation is carried out at room temperature and under normal pressure until the absorption of hydrogen has ceased. The reaction mixture is then filtered and the filtrate is concentrated. The product that has crystallised out is filtered off wi... Starting materials: C(C)(C)[N-]C(C)C.[Li+].O1CCCC1 (lithium diisopropylamide tetrahydrofuran), BrC=1C=C2C(=CNC2=CC1)C=O (5-bromoindole-3-carboxaldehyde), S(=O)(=O)(C1=CC=C(C)C=C1)Cl (tosyl chloride). Run in O1CCCC1 (tetrahydrofuran), O1CCCC1 (tetrahydrofuran). Reaction conditions: time 30 minute. Product: BrC=1C=C2C(=CN(C2=CC1)S(=O)(=O)C1=CC=C(C=C1)C)C=O (5-Bromo-1-(4-methyphenylsulfonyl)indole-3-carboxaldehyde). Isolated yield 248.8%. Reaction SMILES: [Br:1][C:2]1[CH:3]=[C:4]2[C:8](=[CH:9][CH:10]=1)[NH:7][CH:6]=[C:5]2[CH:11]=[O:12].C([N-]C(C)C)(C)C.[Li+].O1CCCC1.[S:26](Cl)([C:29]1[CH:35]=[CH:34][C:32]([CH3:33])=[CH:31][CH:30]=1)(=[O:28])=[O:27]>O1CCCC1>[Br:1][C:2]1[CH:3]=[C:4]2[C:8](=[CH:9][CH:10]=1)[N:7]([S:26]([C:29]1[CH:35]=[CH:34][C:32]([CH3:33])=[CH:31][CH:30]=1)(=[O:28])=[O:27])[CH:6]=[C:5]2[CH:11]=[O:12] |f:1.2.3|. Procedure: To a solution of 5-bromoindole-3-carboxaldehyde (10 g) in dry tetrahydrofuran (75 ml), cooled to -78° C., was added with 2M lithium diisopropylamide/tetrahydrofuran (22.5 ml). After 30 min., the mixture was treated with a solution of tosyl chloride (9.5 g) in dry tetrahydrofuran (75 ml). The mixture was allowed to warm to room temperature overnight and evaporated. The residue was dissolved in dimethylformamide, filtered, and the filtrate was diluted with water. The precipitate was collected and ... Reactants: CN(C)CC=1C=C(C=CC1)CSCCN (2-[[3-(N,N-Dimethylaminomethyl)phenyl]methylthio]ethanamine), [N+](=O)([O-])C=C(SC)SC (1-nitro-2,2-bis(methylthio)ethylene), C(C)#N (acetonitrile). The product is CNC(=C[N+](=O)[O-])NCCSCC1=CC(=CC=C1)CN(C)C (N-Methyl-N'-[2-[[3-(N,N-dimethylaminomethyl)phenyl]methylthio]ethyl]-2-nitro-1,1-ethenediamine). Reaction SMILES: [CH3:1][N:2]([CH2:4][C:5]1[CH:6]=[C:7]([CH2:11][S:12][CH2:13][CH2:14][NH2:15])[CH:8]=[CH:9][CH:10]=1)[CH3:3].[N+:16]([CH:19]=[C:20](SC)SC)([O-:18])=[O:17].[C:25](#[N:27])C>>[CH3:25][NH:27][C:20]([NH:15][CH2:14][CH2:13][S:12][CH2:11][C:7]1[CH:8]=[CH:9][CH:10]=[C:5]([CH2:4][N:2]([CH3:1])[CH3:3])[CH:6]=1)=[CH:19][N+:16]([O-:18])=[O:17]. Procedure details: 2-[[3-(N,N-Dimethylaminomethyl)phenyl]methylthio]ethanamine (3 g) and 1-nitro-2,2-bis(methylthio)ethylene (2.2 g) were heated under reflux in acetonitrile for 7 hours. The solvent was removed and the residual oil used without further purification. The oil was treated with ethanolic methylamine (33%, 34 ml) and heated under reflux for 3 hours. The solvent was removed and the residual oil was purified by column chromatography on silica with methanol. The resultant orange oil was triturated with et... The reactants are C1(=CC=CC2=CC=CC=C12)C1=NNC(=C1)N (3-(1-naphthyl)-1H-pyrazol-5-amine), C(CC(=O)OC)(=O)OC (dimethyl malonate), C(C)O (ethanol), C[O-].[Na+] (sodium methoxide), CO (methanol). Reaction conditions: temperature 120 celsius. Product: C1(=CC=CC2=CC=CC=C12)C1=NN2C(N=CC=C2)=C1 (2-(1-naphthyl)pyrazolo[1,5-a]pyrimidine), 7-diol. Isolated yield 62.0%. As a reaction SMILES: [C:1]1([C:11]2[CH:15]=[C:14]([NH2:16])[NH:13][N:12]=2)[C:10]2[C:5](=[CH:6][CH:7]=[CH:8][CH:9]=2)[CH:4]=[CH:3][CH:2]=1.[C:17](OC)(=O)[CH2:18][C:19](OC)=O.C(O)C.C[O-].[Na+].CO>>[C:1]1([C:11]2[CH:15]=[C:14]3[N:16]=[CH:17][CH:18]=[CH:19][N:13]3[N:12]=2)[C:10]2[C:5](=[CH:6][CH:7]=[CH:8][CH:9]=2)[CH:4]=[CH:3][CH:2]=1 |f:3.4|. Procedure details: To a solution of 3-(1-naphthyl)-1H-pyrazol-5-amine (654 mg, 3.12 mmol) and dimethyl malonate (0.394 mL, 3.44 mmol) in anhydrous ethanol (9.44 mL, 162 mmol) is added 0.5 M sodium methoxide in methanol (12.5 mL, 6.25 mmol). The mixture is heated at 120° C. under a nitrogen atmosphere overnight. The reaction mixture is cooled to room temperature and the solvent is removed in vacuo. The residue is suspended in water and the precipitate is collected in a Buchner funnel to provide 2-(1-naphthyl)pyrazo...